This data is from the Open Reaction Database (ORD), a public repository of structured organic reaction records. The task is: describe an organic reaction: reactants, conditions, products, and yield Reactants: C(N)(OCC1C2=C(C=C(C=C2N2CC3N(C3C1(O2)O)C(=O)OCC2=CC=CC=C2)C(OC)OC)O)=O (11-Benzyloxycarbonyl-6,9-dihydroxy-4-dimethoxymethyl-14-oxa-1,11-diazatetracyclo[7.4.1.02,7.010,12 ]tetradeca-2,4,6-trien-8-ylmethyl carbamate). The reagents and catalysts are CN(C1=CC=NC=C1)C (4-dimethylaminopyridine). The solvent is N1=CC=CC=C1 (pyridine), C(C)(=O)OC(C)=O (acetic anhydride). Reaction conditions: time 1 day. The product is C(C)(=O)OC=1C=C(C=C2N3CC4N(C4C(C(C12)COC(N)=O)(O3)OC(C)=O)C(=O)OCC3=CC=CC=C3)C(OC)OC (11-benzyloxycarbonyl-8-carbamoyloxymethyl-4-dimethoxymethyl-14-oxa-1,11-diazatetracyclo[7.4.1.02,7.010,12 ]tetradeca-2,4,6-trien-6,9-diyl diacetate). Yield: 194.1%. RXN SMILES: [C:1](=[O:36])([O:3][CH2:4][CH:5]1[C:17]2([OH:19])[O:18][N:12]([CH2:13][CH:14]3[CH:16]2[N:15]3[C:20]([O:22][CH2:23][C:24]2[CH:29]=[CH:28][CH:27]=[CH:26][CH:25]=2)=[O:21])[C:11]2[C:6]1=[C:7]([OH:35])[CH:8]=[C:9]([CH:30]([O:33][CH3:34])[O:31][CH3:32])[CH:10]=2)[NH2:2]>N1C=CC=CC=1.C(OC(=O)C)(=O)C.CN(C)C1C=CN=CC=1>[C:4]([O:35][C:7]1[CH:8]=[C:9]([CH:30]([O:33][CH3:34])[O:31][CH3:32])[CH:10]=[C:11]2[C:6]=1[CH:5]([CH2:4][O:3][C:1](=[O:36])[NH2:2])[C:17]1([O:19][C:17](=[O:18])[CH3:16])[O:18][N:12]2[CH2:13][CH:14]2[CH:16]1[N:15]2[C:20]([O:22][CH2:23][C:24]1[CH:25]=[CH:26][CH:27]=[CH:28][CH:29]=1)=[O:21])(=[O:3])[CH3:5]. Procedure details: 11-Benzyloxycarbonyl-6,9-dihydroxy-4-dimethoxymethyl-14-oxa-1,11-diazatetracyclo[7.4.1.02,7.010,12 ]tetradeca-2,4,6-trien-8-ylmethyl carbamate (15 mg) was dissolved in a mixture of pyridine (1.0 ml) and acetic anhydride (0.5 ml). The solution was stirred for 1 day at room temperature. To the solution was added 4-dimethylaminopyridine (catalytic amount) and the mixture was stirred for 12 hours at room temperature. The reaction mixture was evaporated in vacuo, and the residue was subjected to prep... Reactants: OC=1C=C(CO)C=CC1OC (3-hydroxy-4-methoxybenzylalcohol), C(C=C)Br (allyl bromide), C([O-])([O-])=O.[K+].[K+] (potassium carbonate). Solvent: C(C)#N (acetonitrile). Conditions: time 18 hour. Yields the product C(C=C)OC=1C=C(CO)C=CC1OC (3-Allyloxy-4-methoxybenzyl Alcohol). The yield is 99.5%. RXN SMILES: [OH:1][C:2]1[CH:3]=[C:4]([CH:7]=[CH:8][C:9]=1[O:10][CH3:11])[CH2:5][OH:6].[CH2:12](Br)[CH:13]=[CH2:14].C(=O)([O-])[O-].[K+].[K+]>C(#N)C>[CH2:14]([O:1][C:2]1[CH:3]=[C:4]([CH:7]=[CH:8][C:9]=1[O:10][CH3:11])[CH2:5][OH:6])[CH:13]=[CH2:12] |f:2.3.4|. Procedure details: A mixture of 3-hydroxy-4-methoxybenzylalcohol (0.80 g, 7.79 mmol.), allyl bromide (0.45 ml, 5.9 mmol.), acetonitrile (20 ml), and potassium carbonate (1.08 g, 7.8 mmol.) was reluxed for 18 hours, then concentrated in vacuo. The residue was dissolved in ethyl acetate and washed with water and brine. The organic layer was dried (MgSO4) and evaporated to give the product as a yellow oil (1.14 g, 57%). 1H NMR (300 MHz, CDCl3) δ 1.90 (s, 1H), 3.79 (s, 3H), 4.52-4.54 (m, 4H), 5.2 (d, 1H, J=12 Hz), 5.3... Yields the product O=C(O)c1nc(-c2ccc3c(c2)CCC3=O)c(-c2ccncc2)[nH]1. Reaction SMILES: [CH2:3]([CH3:4])[O:5][C:6](=[O:7])[c:8]1[nH:9][c:10](-[c:23]2[cH:24][cH:25][n:26][cH:27][cH:28]2)[c:11](-[c:13]2[cH:14][c:15]3[c:19]([cH:20][cH:21]2)[C:18](=[O:22])[CH2:17][CH2:16]3)[n:12]1.[CH3:31][CH2:32][OH:33].[ClH:1].[ClH:2].[Na+:30].[OH-:29]>>[O:5]=[C:6]([OH:7])[c:8]1[nH:9][c:10](-[c:23]2[cH:24][cH:25][n:26][cH:27][cH:28]2)[c:11](-[c:13]2[cH:14][c:15]3[c:19]([cH:20][cH:21]2)[C:18](=[O:22])[CH2:17][CH2:16]3)[n:12]1. Starting materials: CCOC(=O)c1nc(-c2ccc3c(c2)CCC3=O)c(-c2ccncc2)[nH]1, CCO, Cl, Cl, [Na+], [OH-].